This data is from the Open Reaction Database (ORD), a public repository of structured organic reaction records. The task is: describe an organic reaction: reactants, conditions, products, and yield RXN SMILES: [F:1][C:2]([F:13])([F:12])[C:3]1[N:4]=[C:5]2[CH2:10][NH:9][CH2:8][CH2:7][N:6]2[CH:11]=1.CC(C)(OC([NH:20][C@H:21]([CH2:26][C:27]1[CH:32]=[CH:31][C:30]([F:33])=[C:29]([F:34])[CH:28]=1)[CH2:22][C:23](O)=[O:24])=O)C.C1C=CC2N(O)N=NC=2C=1.C(Cl)C[Cl:48]>ClCCl>[ClH:48].[ClH:48].[NH2:20][C@H:21]([CH2:26][C:27]1[CH:32]=[CH:31][C:30]([F:33])=[C:29]([F:34])[CH:28]=1)[CH2:22][C:23]([N:9]1[CH2:8][CH2:7][N:6]2[CH:11]=[C:3]([C:2]([F:12])([F:1])[F:13])[N:4]=[C:5]2[CH2:10]1)=[O:24] |f:5.6.7|. Run at temperature 0 celsius, time 10 minute. Product: Cl.Cl.N[C@@H](CC(=O)N1CC=2N(CC1)C=C(N2)C(F)(F)F)CC2=CC(=C(C=C2)F)F (7-[(3R)-3-Amino-4-(3,4-difluorophenyl)butanoyl]-2-(trifluoromethyl)-5,6,7,8-tetrahydroimidazo[1,2-α]pyrazine, dihydrochloride). Solvent: ClCCl (dichloromethane). Reported procedure: To a solution of 2-(trifluoromethyl)-5,6,7,8-tetrahydroimidazo[1,2-α]pyrazine (64.3 mg, 0.34 mmol, from Step B) and (3R)-3-[(1,1-dimethylethoxycarbonyl)amino]-4-(3,4-difluorophenyl)butanoic acid (105.9 mg, 0.34 mmol) in dichloromethane (5 mL) was added HOBT (54.5 mg, 0.42 mmol) at 0° C. The reaction was stirred at 0° C. for 10 min, then EDC (96.6 mg, 0.50 mmol) was added. After removal of the ice-bath, the reaction was allowed to stir at ambient temperature for 14 h. The mixture was concentrated... The reactants are C(CCl)Cl (EDC), FC(C=1N=C2N(CCNC2)C1)(F)F (2-(trifluoromethyl)-5,6,7,8-tetrahydroimidazo[1,2-α]pyrazine), CC(C)(OC(=O)N[C@@H](CC(=O)O)CC1=CC(=C(C=C1)F)F)C ((3R)-3-[(1,1-dimethylethoxycarbonyl)amino]-4-(3,4-difluorophenyl)butanoic acid), C=1C=CC2=C(C1)N=NN2O (HOBT). The yield is 99.7%. Starting materials: ClC=1C=CC(=C(C(=O)NC2=NC=CC=C2)C1)NCC1CCNCC1 (5-chloro-2-(piperidin-4-ylmethylamino)-N-(2-pyridyl)benzamide), CO.C(C)(=O)O (methanol acetic acid), C(#N)[BH3-].[Na+] (sodium cyanoborohydride). The solvent is CC(=O)C (acetone). Conditions: time 7 hour. Product: ClC=1C=CC(=C(C(=O)NC2=NC=CC=C2)C1)NCC1CCN(CC1)C(C)C (5-chloro-2-(1-isopropylpiperidin-4-ylmethylamino)-N-(2-pyridyl)benzamide). Yield: 34.0%. Reaction SMILES: [Cl:1][C:2]1[CH:3]=[CH:4][C:5]([NH:17][CH2:18][CH:19]2[CH2:24][CH2:23][NH:22][CH2:21][CH2:20]2)=[C:6]([CH:16]=1)[C:7]([NH:9][C:10]1[CH:15]=[CH:14][CH:13]=[CH:12][N:11]=1)=[O:8].CO.[C:27](O)(=O)[CH3:28].[C:31]([BH3-])#N.[Na+]>CC(C)=O>[Cl:1][C:2]1[CH:3]=[CH:4][C:5]([NH:17][CH2:18][CH:19]2[CH2:20][CH2:21][N:22]([CH:27]([CH3:28])[CH3:31])[CH2:23][CH2:24]2)=[C:6]([CH:16]=1)[C:7]([NH:9][C:10]1[CH:15]=[CH:14][CH:13]=[CH:12][N:11]=1)=[O:8] |f:1.2,3.4|. Procedure details: A solution of 5-chloro-2-(piperidin-4-ylmethylamino)-N-(2-pyridyl)benzamide from above (1.3 g, 3.7 mmol) in acetone (28 mL) and methanol-acetic acid (95:5) (12 mL) was treated with sodium cyanoborohydride (1.0 g, 15.0 mmol). Gas evolution was observed; the reaction mixture was then stirred at room temperature for 7 h, after which it was concentrated in vacuo to a residue that was purified via silica gel chromatography. Elution with dichloromethane—2 M ammonia in methanol (9:1) provided 0.5 g (34...